This data is from the Open Reaction Database (ORD), a public repository of structured organic reaction records. The task is: describe an organic reaction: reactants, conditions, products, and yield The product is CC(C)Cc1ccc(C=CC(=O)c2cn(CCCC(=O)O)c3ccccc23)cc1. The reactants are CCOC(=O)CCCn1cc(C(=O)C=Cc2ccc(CC(C)C)cc2)c2ccccc21, CCCC(CCCCCCC(=O)c1cn(CCCC(=O)OCC)c2ccccc12)c1ccc(CC(C)C)cc1. RXN SMILES: [CH2:1]([CH:2]([CH3:3])[CH3:4])[c:5]1[cH:6][cH:7][c:8]([CH:9]=[CH:10][C:11](=[O:12])[c:13]2[cH:14][n:15]([CH2:22][CH2:23][CH2:24][C:25](=[O:26])[O:27][CH2:28][CH3:29])[c:16]3[cH:17][cH:18][cH:19][cH:20][c:21]23)[cH:30][cH:31]1.[CH2:32]([c:33]1[cH:34][cH:35][c:36]([CH:37]([CH2:38][CH2:39][CH3:40])[CH2:41][CH2:42][CH2:43][CH2:44][CH2:45][CH2:46][C:47]([c:48]2[c:49]3[c:50]([cH:51][cH:52][cH:53][cH:54]3)[n:55]([CH2:56][CH2:57][CH2:58][C:59]([O:60][CH2:61][CH3:62])=[O:63])[cH:64]2)=[O:65])[cH:66][cH:67]1)[CH:68]([CH3:69])[CH3:70]>>[CH2:1]([CH:2]([CH3:3])[CH3:4])[c:5]1[cH:6][cH:7][c:8]([CH:9]=[CH:10][C:11](=[O:12])[c:13]2[cH:14][n:15]([CH2:22][CH2:23][CH2:24][C:25](=[O:26])[OH:27])[c:16]3[cH:17][cH:18][cH:19][cH:20][c:21]23)[cH:30][cH:31]1. Starting materials: CC(C)O, OCC(O)CCl, [Na+], [OH-], O, CCCc1c(CC(C)C)csc1C(=O)CCc1cc(C)c(O)c(C)c1. Product: CCCc1c(CC(C)C)csc1C(=O)CCc1cc(C)c(OCC(O)CO)c(C)c1. As a reaction SMILES: [CH:32]([OH:33])([CH3:34])[CH3:35].[Cl:26][CH2:27][CH:28]([CH2:29][OH:30])[OH:31].[Na+:37].[OH-:36].[OH2:38].[OH:1][c:2]1[c:3]([CH3:25])[cH:4][c:5]([CH2:9][CH2:10][C:11](=[O:12])[c:13]2[s:14][cH:15][c:16]([CH2:21][CH:22]([CH3:23])[CH3:24])[c:17]2[CH2:18][CH2:19][CH3:20])[cH:6][c:7]1[CH3:8]>>[O:1]([c:2]1[c:3]([CH3:25])[cH:4][c:5]([CH2:9][CH2:10][C:11](=[O:12])[c:13]2[s:14][cH:15][c:16]([CH2:21][CH:22]([CH3:23])[CH3:24])[c:17]2[CH2:18][CH2:19][CH3:20])[cH:6][c:7]1[CH3:8])[CH2:27][CH:28]([CH2:29][OH:30])[OH:31]. Starting materials: CCCCBr, CS(=O)(=O)Nc1ccc(CCCN2CCCCCC2)cc1, CC#N. Product: [Br-], CCCC[N+]1(CCCc2ccc(NS(C)(=O)=O)cc2)CCCCCC1. RXN SMILES: [CH2:22]([CH2:23][CH2:24][CH3:25])[Br:26].[CH3:1][S:2](=[O:3])(=[O:4])[NH:5][c:6]1[cH:7][cH:8][c:9]([CH2:12][CH2:13][CH2:14][N:15]2[CH2:16][CH2:17][CH2:18][CH2:19][CH2:20][CH2:21]2)[cH:10][cH:11]1.[CH3:27][C:28]#[N:29]>>[Br-:26].[CH3:1][S:2](=[O:3])(=[O:4])[NH:5][c:6]1[cH:7][cH:8][c:9]([CH2:12][CH2:13][CH2:14][N+:15]2([CH2:22][CH2:23][CH2:24][CH3:25])[CH2:16][CH2:17][CH2:18][CH2:19][CH2:20][CH2:21]2)[cH:10][cH:11]1.